describe an organic reaction: reactants, conditions, products, and yield From a dataset of the Open Reaction Database (ORD), a public repository of structured organic reaction records. The reactants are C(C)(=O)OCC (Ethyl acetate), CC1(C(NC(N1)=O)=O)C (5,5-Dimethylimidazolidine-2,4-dione), C1(=CC=CC2=CC=CC=C12)C(=O)Cl (1-naphthoyl chloride), [H-].[Na+] (sodium hydride). The solvent is O1CCCC1 (tetrahydrofuran). Product: CC1(C(N(C(N1C(=O)C1=CC=CC2=CC=CC=C12)=O)C(=O)C1=CC=CC2=CC=CC=C12)=O)C (5,5-Dimethyl-1,3-bisnaphthylcarbonyl imidazolidine-2,4-dione). Reported procedure: 5,5-Dimethylimidazolidine-2,4-dione (1.28 g) was dissolved in tetrahydrofuran (50 mL), and sodium hydride (60%, in oil) (0.80 g) was added at 0° C. under ice-cooling. After stirred for 30 minutes, 1-naphthoyl chloride (3.80 g) was added at 0° C., and the mixture was stirred at room temperature overnight. Ethyl acetate (200 mL) was added to the reaction solution, the mixture was washed with a saturated brine, and dried over anhydrous magnesium sulfate, and the solvent was distilled off. Further p... Run at time 30 minute. RXN SMILES: [CH3:1][C:2]1([CH3:9])[NH:6][C:5](=[O:7])[NH:4][C:3]1=[O:8].[H-].[Na+].[C:12]1([C:22](Cl)=[O:23])[C:21]2[C:16](=[CH:17][CH:18]=[CH:19][CH:20]=2)[CH:15]=[CH:14][CH:13]=1.C([O:28][CH2:29][CH3:30])(=O)C>O1CCCC1>[CH3:1][C:2]1([CH3:9])[N:6]([C:22]([C:12]2[C:21]3[C:16](=[CH:17][CH:18]=[CH:19][CH:20]=3)[CH:15]=[CH:14][CH:13]=2)=[O:23])[C:5](=[O:7])[N:4]([C:29]([C:30]2[C:21]3[C:16](=[CH:15][CH:14]=[CH:13][CH:12]=3)[CH:17]=[CH:18][CH:19]=2)=[O:28])[C:3]1=[O:8] |f:1.2|. Reactants: BrC1=C(N=CN1CCC1=C(C=CC=C1)Cl)C1=NC=CC(=C1)C#N (2-[5-bromo-1-[2-(2-chlorophenyl)ethyl]imidazol-4-yl]pyridine-4-carbonitrile), FC1=CC=C(C=C1)B(O)O (4-fluorophenylboronic acid), C(=O)([O-])[O-].[Na+].[Na+] (Na2CO3). Reagents/catalysts: C1=CC=C(C=C1)P([C-]2C=CC=C2)C3=CC=CC=C3.C1=CC=C(C=C1)P([C-]2C=CC=C2)C3=CC=CC=C3.Cl[Pd]Cl.[Fe+2] (Pd(dppf)Cl2). Solvent: O1CCOCC1 (dioxane). Product: ClC1=C(C=CC=C1)CCN1C=NC(=C1C1=CC=C(C=C1)F)C1=NC=CC(=C1)C#N (2-[1-[2-(2-chlorophenyl)ethyl]-5-(4-fluorophenyl)imidazol-4-yl]pyridine-4-carbonitrile). Yield: 48.0%. As a reaction SMILES: Br[C:2]1[N:6]([CH2:7][CH2:8][C:9]2[CH:14]=[CH:13][CH:12]=[CH:11][C:10]=2[Cl:15])[CH:5]=[N:4][C:3]=1[C:16]1[CH:21]=[C:20]([C:22]#[N:23])[CH:19]=[CH:18][N:17]=1.[F:24][C:25]1[CH:30]=[CH:29][C:28](B(O)O)=[CH:27][CH:26]=1.C([O-])([O-])=O.[Na+].[Na+]>O1CCOCC1.C1C=CC(P(C2C=CC=CC=2)[C-]2C=CC=C2)=CC=1.C1C=CC(P(C2C=CC=CC=2)[C-]2C=CC=C2)=CC=1.Cl[Pd]Cl.[Fe+2]>[Cl:15][C:10]1[CH:11]=[CH:12][CH:13]=[CH:14][C:9]=1[CH2:8][CH2:7][N:6]1[C:2]([C:28]2[CH:29]=[CH:30][C:25]([F:24])=[CH:26][CH:27]=2)=[C:3]([C:16]2[CH:21]=[C:20]([C:22]#[N:23])[CH:19]=[CH:18][N:17]=2)[N:4]=[CH:5]1 |f:2.3.4,6.7.8.9|. Reported procedure: A mixture of 2-[5-bromo-1-[2-(2-chlorophenyl)ethyl]imidazol-4-yl]pyridine-4-carbonitrile (1 eq), 4-fluorophenylboronic acid, Pd(dppf)Cl2 (0.1 eq) and Na2CO3 (2 eq, 2 M) in dioxane was refluxed overnight under N2. The reaction mixture was concentrated and purified by FCC (DCM/MeOH=20/1) to give the title compound (48%). [M+H] Calc'd for C23H16ClFN4, 403. Found, 403.